describe an organic reaction: reactants, conditions, products, and yield From a dataset of the Open Reaction Database (ORD), a public repository of structured organic reaction records. The reactants are C1(=CC=CC=C1)CC(=S)OCC (ethyl phenylthioacetate), C(C=C)S (allylmercaptan), BrCC(=O)OCC (ethyl bromoacetate), ethanolic solution. Solvent: CC[O-].[Na+] (sodium ethylate). Yields the product C(C=C)SCC(=O)OCC (ethyl (allylthio)acetate). RXN SMILES: [C:1]1([CH2:7][C:8](OCC)=[S:9])C=CC=CC=1.Br[CH2:14][C:15]([O:17][CH2:18][CH3:19])=[O:16].C(S)C=C>CC[O-].[Na+]>[CH2:8]([S:9][CH2:14][C:15]([O:17][CH2:18][CH3:19])=[O:16])[CH:7]=[CH2:1] |f:3.4|. Reported procedure: The procedure is as in Example 2 for the preparation of ethyl phenylthioacetate, starting with ethyl bromoacetate (16.7 g), a 2M ethanolic solution of sodium ethylate (50 cc) and allylmercaptan (7.7 cc). After purification by chromatography on a silica column with cyclohexane as eluent, ethyl (allylthio)acetate (3.1 g) is obtained, and is used in the crude state in the subsequent phases. The reactants are CSC(N)=[NH2+], CSC(N)=[NH2+], NCCc1ccccn1, O, O=S(=O)([O-])[O-]. Product: N=C(N)NCCc1ccccn1, O=S(=O)([O-])[O-]. As a reaction SMILES: [CH3:15][S:16][C:17](=[NH2+:18])[NH2:19].[CH3:20][S:21][C:22]([NH2:23])=[NH2+:24].[NH2:1][CH2:2][CH2:3][c:4]1[n:5][cH:6][cH:7][cH:8][cH:9]1.[OH2:25].[S:10](=[O:11])(=[O:12])([O-:13])[O-:14]>>[NH:1]([CH2:2][CH2:3][c:4]1[n:5][cH:6][cH:7][cH:8][cH:9]1)[C:17](=[NH:18])[NH2:19].[S:10](=[O:11])(=[O:12])([O-:13])[O-:14].